Dataset: the Open Reaction Database (ORD), a public repository of structured organic reaction records. Task: describe an organic reaction: reactants, conditions, products, and yield Reactants: C(C)(C)(C)OC(=O)C1NC(C(C1C1=CC(=CC=C1)Br)(C#N)C1=C(C=C(C=C1)Cl)F)CC(C)(C)C (rac-(2R,3R,4R,5S)-3-(3-bromo-phenyl)-4-(4-chloro-2-fluoro-phenyl)-4-cyano-5-(2,2-dimethyl-propyl)-pyrrolidine-2-carboxylic acid tert-butyl ester), FC(C(=O)O)(F)F (trifluoroacetic acid). Run in ClCCl (dichloromethane). Yields the product FC(C(=O)O)(F)F.BrC=1C=C(C=CC1)C1C(NC(C1(C#N)C1=C(C=C(C=C1)Cl)F)CC(C)(C)C)C(=O)O (rac-(2R,3R,4R,5S)-3-(3-bromo-phenyl)-4-(4-chloro-2-fluoro-phenyl)-4-cyano-5-(2,2-dimethyl-propyl)-pyrrolidine-2-carboxylic acid trifluoroacetic acid). Isolated yield 83.0%. RXN SMILES: C([O:5][C:6]([CH:8]1[CH:12]([C:13]2[CH:18]=[CH:17][CH:16]=[C:15]([Br:19])[CH:14]=2)[C:11]([C:22]2[CH:27]=[CH:26][C:25]([Cl:28])=[CH:24][C:23]=2[F:29])([C:20]#[N:21])[CH:10]([CH2:30][C:31]([CH3:34])([CH3:33])[CH3:32])[NH:9]1)=[O:7])(C)(C)C.[F:35][C:36]([F:41])([F:40])[C:37]([OH:39])=[O:38]>ClCCl>[F:35][C:36]([F:41])([F:40])[C:37]([OH:39])=[O:38].[Br:19][C:15]1[CH:14]=[C:13]([CH:12]2[C:11]([C:22]3[CH:27]=[CH:26][C:25]([Cl:28])=[CH:24][C:23]=3[F:29])([C:20]#[N:21])[CH:10]([CH2:30][C:31]([CH3:33])([CH3:34])[CH3:32])[NH:9][CH:8]2[C:6]([OH:7])=[O:5])[CH:18]=[CH:17][CH:16]=1 |f:3.4|. Reported procedure: In a manner similar to the method described in Example 25a, rac-(2R,3R,4R,5S)-3-(3-bromo-phenyl)-4-(4-chloro-2-fluoro-phenyl)-4-cyano-5-(2,2-dimethyl-propyl)-pyrrolidine-2-carboxylic acid tert-butyl ester prepared in Example 66b (1.2 g, 2.2 mmol) was reacted with trifluoroacetic acid in dichloromethane at room temperature to give rac-(2R,3R,4R,5S)-3-(3-bromo-phenyl)-4-(4-chloro-2-fluoro-phenyl)-4-cyano-5-(2,2-dimethyl-propyl)-pyrrolidine-2-carboxylic acid trifluoroacetic acid as a white solid (1... Product: COC(C(C)C1=CC(=C(C=C1)[N+](=O)[O-])OCC1=CC=CC=C1)=O (methyl-2-(3-benzyloxy-4-nitrophenyl)propionate). As a reaction SMILES: [CH2:1]([O:8][C:9]1[CH:10]=[C:11]([CH:18]([CH3:22])[C:19]([OH:21])=[O:20])[CH:12]=[CH:13][C:14]=1[N+:15]([O-:17])=[O:16])[C:2]1[CH:7]=[CH:6][CH:5]=[CH:4][CH:3]=1.S(=O)(=O)(O)O.[CH3:28]O>>[CH3:28][O:20][C:19](=[O:21])[CH:18]([C:11]1[CH:12]=[CH:13][C:14]([N+:15]([O-:17])=[O:16])=[C:9]([O:8][CH2:1][C:2]2[CH:3]=[CH:4][CH:5]=[CH:6][CH:7]=2)[CH:10]=1)[CH3:22]. The reactants are C(C1=CC=CC=C1)OC=1C=C(C=CC1[N+](=O)[O-])C(C(=O)O)C (2-(3-benzyloxy4-nitrophenyl)propionic acid), S(O)(O)(=O)=O (sulphuric acid), CO (methanol). Procedure details: A mixture of 2-(3-benzyloxy4-nitrophenyl)propionic acid(1.89 g), methanol(30 mL) and concentrated sulphuric acid(1 mL) was heated at reflux for 3 h, cooled to ambient temperature and the mixture was extracted with ether. The extract washed with brine, dried and evaporated to dryness to give methyl-2-(3-benzyloxy-4-nitrophenyl)propionate(1.8 g). [m/e316(MH+)]. Reactants: COc1ccc(CN2CC(=O)Nc3ccc(C)cc3C2=O)c(OC)c1, Cc1ccc(N(C)C)cc1, Cc1ccccc1, O=P(Cl)(Cl)Cl. Product: COc1ccc(CN2CC(Cl)=Nc3ccc(C)cc3C2=O)c(OC)c1. Reaction SMILES: [CH3:1][O:2][c:3]1[c:4]([CH2:5][N:6]2[CH2:7][C:8](=[O:19])[NH:9][c:10]3[c:11]([cH:14][c:15]([CH3:18])[cH:16][cH:17]3)[C:12]2=[O:13])[cH:20][cH:21][c:22]([O:24][CH3:25])[cH:23]1.[CH3:26][N:27]([CH3:28])[c:29]1[cH:30][cH:31][c:32]([CH3:33])[cH:34][cH:35]1.[CH3:41][c:42]1[cH:43][cH:44][cH:45][cH:46][cH:47]1.[P:36]([Cl:37])([Cl:38])([Cl:39])=[O:40]>>[CH3:1][O:2][c:3]1[c:4]([CH2:5][N:6]2[CH2:7][C:8]([Cl:38])=[N:9][c:10]3[c:11]([cH:14][c:15]([CH3:18])[cH:16][cH:17]3)[C:12]2=[O:13])[cH:20][cH:21][c:22]([O:24][CH3:25])[cH:23]1. Starting materials: BrCCCCCl (1-bromo-4-chlorobutane), OC1=NC=C(C(=N1)O)F (2,4-dihydroxy-5-fluoropyrimidine), O (Water), C(=O)([O-])[O-].[K+].[K+] (K2CO3). Run in CS(=O)C (dimethyl sulfoxide), CN(C=O)C (N,N-dimethylformamide). Conditions: temperature 20 celsius, time 1 hour. The product is ClCCCCN1C(NC(C(=C1)F)=O)=O (1-(4-Chlorobutyl)-5-fluoro-1H-pyrimidine-2,4-dione). Reaction SMILES: Br[CH2:2][CH2:3][CH2:4][CH2:5][Cl:6].[OH:7][C:8]1[N:13]=[C:12]([OH:14])[C:11]([F:15])=[CH:10][N:9]=1.C([O-])([O-])=O.[K+].[K+].O>CS(C)=O.CN(C)C=O>[Cl:6][CH2:5][CH2:4][CH2:3][CH2:2][N:9]1[CH:10]=[C:11]([F:15])[C:12](=[O:14])[NH:13][C:8]1=[O:7] |f:2.3.4|. Procedure details: 2.6 g (15.0 mmol) of 1-bromo-4-chlorobutane were added dropwise to a solution of 1.95 g (15.0 mmol) of 2,4-dihydroxy-5-fluoropyrimidine in 50 ml of dimethyl sulfoxide and 20.0 ml of N,N-dimethylformamide (DMF) at 0° C. 2.07 g (15.0 mmol) of K2CO3 were added in portions over the course of 1 hour, and the mixture was stirred at 20° C. for 1 hour (dialkylated product already identifiable). Water was then added to the reaction mixture, and the aqueous mixture was extracted twice with diethyl ether a...